describe an organic reaction: reactants, conditions, products, and yield From a dataset of the Open Reaction Database (ORD), a public repository of structured organic reaction records. Reactants: [Na] (sodium), C(CO)(=O)NN (glycolic acid hydrazide), CN=C=S (methyl isothiocyanate), CO (methanol). Run in C(C)O (ethanol). Product: OCC1=NN=C(N1C)S (3-hydroxymethyl-4-methyl-1,2,4-triazole-5-thiol). Isolated yield 35.9%. RXN SMILES: [C:1]([NH:5][NH2:6])(=O)[CH2:2][OH:3].[CH3:7][N:8]=[C:9]=[S:10].CO.[Na]>C(O)C>[OH:3][CH2:2][C:1]1[N:8]([CH3:7])[C:9]([SH:10])=[N:6][N:5]=1 |^1:12|. Procedure details: A mixture of 9 g of glycolic acid hydrazide, 7.3 g of methyl isothiocyanate, 50 ml of methanol and 50 ml of ethanol was heated under reflux for 5 hours. Following the addition of 2.3 g of sodium metal, the mixture was further refluxed for 24 hours. The reaction mixture was concentrated under reduced pressure and the residue was dissolved in 150 ml of water and adjusted to pH 2.5 with phosphoric acid. The resultant crystals were collected by filtration and recrystallized from ethanol. By the abov... The reactants are BrC=1C=NN(C1)CC1=CC(=CC=C1)OC (4-bromo-1-(3-methoxybenzyl)-1H-pyrazole), B(Br)(Br)Br (boron tribromide). Run in C(Cl)Cl (CH2Cl2). Run at temperature 0 celsius, time 30 minute. Yields the product BrC=1C=NN(C1)CC=1C=C(C=CC1)O (3-((4-Bromo-1H-pyrazol-1-yl)methyl)phenol). The yield is 70.8%. As a reaction SMILES: [Br:1][C:2]1[CH:3]=[N:4][N:5]([CH2:7][C:8]2[CH:13]=[CH:12][CH:11]=[C:10]([O:14]C)[CH:9]=2)[CH:6]=1.B(Br)(Br)Br>C(Cl)Cl>[Br:1][C:2]1[CH:3]=[N:4][N:5]([CH2:7][C:8]2[CH:9]=[C:10]([OH:14])[CH:11]=[CH:12][CH:13]=2)[CH:6]=1. Reported procedure: To a solution of 4-bromo-1-(3-methoxybenzyl)-1H-pyrazole (3.8 g, 14.23 mmol) was dissolved in CH2Cl2 (30 mL) at 0° C. was added boron tribromide (2.69 mL, 28.5 mmol). The reaction mixture was stirred at 0° C. for 30 min and concentrated. The resulting residue was purified by flash chromatography (0-100% ethyl acetate:hexanes) to afford the title compound (2.55 g, 71% yield) as a yellow oil. LCMS, [M+H]+=253.0. 1H NMR (400 MHz, CDCl3) δ 7.47 (s, 1H), 7.38 (s, 1H), 7.19 (t, J=8.0 Hz, 1H), 6.76 (d,... Reactants: C1CCOC1, CC(C)[N-]C(C)C, CI, [Cl-], [Li+], [NH4+], CCOC(=O)C1CCC2(CC1)OCCO2. The product is CCOC(=O)C1(C)CCC2(CC1)OCCO2. RXN SMILES: [CH2:28]1[O:29][CH2:30][CH2:31][CH2:32]1.[CH3:17][CH:18]([N-:19][CH:20]([CH3:21])[CH3:22])[CH3:23].[CH3:24][I:25].[Cl-:26].[Li+:16].[NH4+:27].[O:1]1[CH2:2][CH2:3][O:4][C:5]12[CH2:6][CH2:7][CH:8]([C:11](=[O:12])[O:13][CH2:14][CH3:15])[CH2:9][CH2:10]2>>[O:1]1[CH2:2][CH2:3][O:4][C:5]12[CH2:6][CH2:7][C:8]([C:11](=[O:12])[O:13][CH2:14][CH3:15])([CH3:17])[CH2:9][CH2:10]2.